From a dataset of the Open Reaction Database (ORD), a public repository of structured organic reaction records. describe an organic reaction: reactants, conditions, products, and yield Reactants: C(C=C)N1C(=NC=C1)C=1SC(=CC1C1=C(C=C(C=C1)Cl)Cl)[Sn](CCCC)(CCCC)CCCC (1-allyl-2-[3-(2,4-dichlorophenyl)-5-(tributylstannyl)-2-thienyl]-1H-imidazole), BrC=1C(=NN2C1C=CC=C2)C (3-bromo-2-methylpyrazolo[1,5-a]pyridine). Reagents/catalysts: Cl[Pd]([P](C1=CC=CC=C1)(C2=CC=CC=C2)C3=CC=CC=C3)([P](C4=CC=CC=C4)(C5=CC=CC=C5)C6=CC=CC=C6)Cl (Bis(triphenylphosphine)palladium(II) chloride). Run in CN(C)C=O (DMF). Conditions: temperature 100 celsius, time 1 hour. The product is C(C=C)N1C(=NC=C1)C1=C(C=C(S1)C=1C(=NN2C1C=CC=C2)C)C2=C(C=C(C=C2)Cl)Cl (3-[5-(1-allyl-1H-imidazol-2-yl)-4-(2,4-dichlorophenyl)-2-thienyl]-2-methylpyrazolo[1,5-a]pyridine). RXN SMILES: [CH2:1]([N:4]1[CH:8]=[CH:7][N:6]=[C:5]1[C:9]1[S:10][C:11]([Sn](CCCC)(CCCC)CCCC)=[CH:12][C:13]=1[C:14]1[CH:19]=[CH:18][C:17]([Cl:20])=[CH:16][C:15]=1[Cl:21])[CH:2]=[CH2:3].Br[C:36]1[C:37]([CH3:45])=[N:38][N:39]2[CH:44]=[CH:43][CH:42]=[CH:41][C:40]=12>CN(C=O)C.Cl[Pd](Cl)([P](C1C=CC=CC=1)(C1C=CC=CC=1)C1C=CC=CC=1)[P](C1C=CC=CC=1)(C1C=CC=CC=1)C1C=CC=CC=1>[CH2:1]([N:4]1[CH:8]=[CH:7][N:6]=[C:5]1[C:9]1[S:10][C:11]([C:36]2[C:37]([CH3:45])=[N:38][N:39]3[CH:44]=[CH:43][CH:42]=[CH:41][C:40]=23)=[CH:12][C:13]=1[C:14]1[CH:19]=[CH:18][C:17]([Cl:20])=[CH:16][C:15]=1[Cl:21])[CH:2]=[CH2:3] |^1:53,72|. Procedure details: To a solution of 1-allyl-2-[3-(2,4-dichlorophenyl)-5-(tributylstannyl)-2-thienyl]-1H-imidazole (180 mg, 0.29 mmol) in DMF (4.0 mL) was added [3-bromo-2-methylpyrazolo[1,5-a]pyridine (50 mg, 0.2 mmol) (azeotroped from toluene) and Bis(triphenylphosphine)palladium(II) chloride (8.5 mg, 0.012 mmol). The resulting mixture was degassed and stirred for 1 h at 100° C. under an atmosphere of argon. The reaction mixture was allowed to cool, concentrated and the residue was partially purified by silica ge... Reactants: ClC1=C(C(=O)C(C(=O)OCC)=COCC)C(=C(C(=C1F)F)Cl)F (ethyl 2-(2,5-dichloro-3,4,6-trifluorobenzoyl)-3-ethoxyacrylate), C1(CC1)N (cyclopropylamine). The solvent is C(C)O (ethanol), C(C)O (ethanol). Run at time 4 hour. Product: ClC1=C(C(=O)C(C(=O)OCC)=CNC2CC2)C(=C(C(=C1F)F)Cl)F (Ethyl 2-(2,5-dichloro-3,4,6-trifluorobenzoyl)-3-cyclopropylaminoacrylate). As a reaction SMILES: [Cl:1][C:2]1[C:19]([F:20])=[C:18]([F:21])[C:17]([Cl:22])=[C:16]([F:23])[C:3]=1[C:4]([C:6](=[CH:12]OCC)[C:7]([O:9][CH2:10][CH3:11])=[O:8])=[O:5].[CH:24]1([NH2:27])[CH2:26][CH2:25]1>C(O)C>[Cl:1][C:2]1[C:19]([F:20])=[C:18]([F:21])[C:17]([Cl:22])=[C:16]([F:23])[C:3]=1[C:4]([C:6](=[CH:12][NH:27][CH:24]1[CH2:26][CH2:25]1)[C:7]([O:9][CH2:10][CH3:11])=[O:8])=[O:5]. Procedure: 37.1 g (0.1 mol) of ethyl 2-(2,5-dichloro-3,4,6-trifluorobenzoyl)-3-ethoxyacrylate are initially introduced into the reaction vessel in 100 ml of ethanol. 6.8 g (0.12 mol) of cyclopropylamine, dissolved in 10 ml of ethanol, are added dropwise. The mixture is then stirred at room temperature for 4 hours. The precipitate is filtered off with suction, washed with petroleum ether and dried in air. RXN SMILES: [Cl:1][C:2]1[CH:7]=[CH:6][C:5]([S:8]([N:11]([C:15]2[C:16]([C:22](=[O:32])[C:23]3[C:28]([CH3:29])=[CH:27][CH:26]=[CH:25][C:24]=3[O:30][CH3:31])=[N:17][CH:18]=[C:19]([Cl:21])[CH:20]=2)COC)(=[O:10])=[O:9])=[CH:4][C:3]=1[CH3:33].Cl.O>O1CCOCC1>[Cl:1][C:2]1[CH:7]=[CH:6][C:5]([S:8]([NH:11][C:15]2[C:16]([C:22](=[O:32])[C:23]3[C:28]([CH3:29])=[CH:27][CH:26]=[CH:25][C:24]=3[O:30][CH3:31])=[N:17][CH:18]=[C:19]([Cl:21])[CH:20]=2)(=[O:10])=[O:9])=[CH:4][C:3]=1[CH3:33]. Reactants: ClC1=C(C=C(C=C1)S(=O)(=O)N(COC)C=1C(=NC=C(C1)Cl)C(C1=C(C=CC=C1C)OC)=O)C (4-Chloro-N-[5-chloro-2-(2-methoxy-6-methyl-benzoyl)-pyridin-3-yl]-N-methoxymethyl-3-methyl-benzenesulfonamide), Cl (HCl), O (water). The product is ClC1=C(C=C(C=C1)S(=O)(=O)NC=1C(=NC=C(C1)Cl)C(C1=C(C=CC=C1C)OC)=O)C (4-chloro-N-[5-chloro-2-(2-methoxy-6-methyl-benzoyl)-pyridin-3-yl]-3-methyl-benzenesulfonamide). Solvent: O1CCOCC1 (dioxane). Procedure details: 4-Chloro-N-[5-chloro-2-(2-methoxy-6-methyl-benzoyl)-pyridin-3-yl]-N-methoxymethyl-3-methyl-benzenesulfonamide was hydrolyzed using 4 M HCl in dioxane (12 mL), and water (4 mL) at 100° C. to provide 4-chloro-N-[5-chloro-2-(2-methoxy-6-methyl-benzoyl)-pyridin-3-yl]-3-methyl-benzenesulfonamide. The product was purified by HPLC. MS m/z: 465.4 (M+H). The reactants are O=C1Nc2ccc(Br)cc2C1=O, CC(=O)O, NNC(=O)c1ccc(NC(=O)CCc2ccc3c(c2)OCO3)cc1. Product: O=C(CCc1ccc2c(c1)OCO2)Nc1ccc(C(=O)NN=C2C(=O)Nc3ccc(Br)cc32)cc1. RXN SMILES: [Br:1][c:2]1[cH:3][c:4]2[c:8]([cH:9][cH:10]1)[NH:7][C:6](=[O:11])[C:5]2=[O:12].[CH3:37][C:38](=[O:39])[OH:40].[O:13]1[CH2:14][O:15][c:16]2[c:17]1[cH:18][cH:19][c:20]([CH2:22][CH2:23][C:24](=[O:25])[NH:26][c:27]1[cH:28][cH:29][c:30]([C:33](=[O:34])[NH:35][NH2:36])[cH:31][cH:32]1)[cH:21]2>>[Br:1][c:2]1[cH:3][c:4]2[c:8]([cH:9][cH:10]1)[NH:7][C:6](=[O:11])[C:5]2=[N:36][NH:35][C:33]([c:30]1[cH:29][cH:28][c:27]([NH:26][C:24]([CH2:23][CH2:22][c:20]2[cH:19][cH:18][c:17]3[c:16]([cH:21]2)[O:15][CH2:14][O:13]3)=[O:25])[cH:32][cH:31]1)=[O:34]. The reactants are CN1CCNCC1, Nc1nc2ccccc2c2c1nc1n2C(CCl)COC1. The product is CN1CCN(CC2COCc3nc4c(N)nc5ccccc5c4n32)CC1. Reaction SMILES: [CH3:1][N:2]1[CH2:3][CH2:4][NH:5][CH2:6][CH2:7]1.[Cl:8][CH2:9][CH:10]1[CH2:11][O:12][CH2:13][c:14]2[n:15]1[c:16]1[c:17]([c:18]([NH2:26])[n:19][c:20]3[cH:21][cH:22][cH:23][cH:24][c:25]13)[n:27]2>>[CH3:1][N:2]1[CH2:3][CH2:4][N:5]([CH2:9][CH:10]2[CH2:11][O:12][CH2:13][c:14]3[n:15]2[c:16]2[c:17]([c:18]([NH2:26])[n:19][c:20]4[cH:21][cH:22][cH:23][cH:24][c:25]24)[n:27]3)[CH2:6][CH2:7]1. Run in C(C)(C)O (isopropanol), C(C)(C)O (isopropanol). Starting materials: NCC(CNC(CCC1=CC=C(C=C1)C(C)C)CCC1=CC=C(C=C1)C(C)C)O (1-amino-3-{{3-[4-(1-methylethyl)phenyl]-1-{2-[4-(1-methylethyl)phenyl]ethyl}propyl}amino]-2-propanol), Cl (hydrogen chloride). As a reaction SMILES: [NH2:1][CH2:2][CH:3]([OH:29])[CH2:4][NH:5][CH:6]([CH2:18][CH2:19][C:20]1[CH:25]=[CH:24][C:23]([CH:26]([CH3:28])[CH3:27])=[CH:22][CH:21]=1)[CH2:7][CH2:8][C:9]1[CH:14]=[CH:13][C:12]([CH:15]([CH3:17])[CH3:16])=[CH:11][CH:10]=1.[ClH:30]>C(O)(C)C>[OH2:29].[ClH:30].[ClH:30].[NH2:1][CH2:2][CH:3]([OH:29])[CH2:4][NH:5][CH:6]([CH2:18][CH2:19][C:20]1[CH:21]=[CH:22][C:23]([CH:26]([CH3:28])[CH3:27])=[CH:24][CH:25]=1)[CH2:7][CH2:8][C:9]1[CH:14]=[CH:13][C:12]([CH:15]([CH3:17])[CH3:16])=[CH:11][CH:10]=1 |f:3.4.5.6|. Procedure: To a cooled (ice-bath cooling) solution of 1-amino-3-{{3-[4-(1-methylethyl)phenyl]-1-{2-[4-(1-methylethyl)phenyl]ethyl}propyl}amino]-2-propanol in isopropanol (about 5 ml. of isopropanol for each gram of free base) is added anhydrous hydrogen chloride gas with stirring. When precipitation is complete, the resultant dihydrochloride is filtered. Recrystallization from isopropanol (95), water (5), (about 5 ml. of solvent for each gram of product) yields 1-amino-3-{{3-[4-(1-methylethyl)phenyl]-1-{2-... Product: O.Cl.Cl.NCC(CNC(CCC1=CC=C(C=C1)C(C)C)CCC1=CC=C(C=C1)C(C)C)O (1-amino-3-{{3-[4-(1-methylethyl)phenyl]-1-{2-[4-(1-methylethyl)phenyl]ethyl}propyl}amino]-2-propanol dihydrochloride monohydrate). Starting materials: ClC1=CC=C(C=C1)C1=NOC2(C1)OC(C1=CC=CC=C12)=O (3'-(p-chlorophenyl)-spiro[isobenzofuran-1(3H),5'(4'H)-isoxazol]-3-one), crystals, CO (methanol), OS(=O)(=O)O (H2SO4), ice water. The product is ClC1=CC=C(C=C1)C1=NOC(=C1)C1=C(C(=O)OC)C=CC=C1 (Methyl 2-[3-(p-Chlorophenyl)-5-Isoxazolyl]Benzoate). RXN SMILES: [Cl:1][C:2]1[CH:7]=[CH:6][C:5]([C:8]2[CH2:12][C:11]3([C:20]4[C:15](=[CH:16][CH:17]=[CH:18][CH:19]=4)[C:14](=[O:21])[O:13]3)[O:10][N:9]=2)=[CH:4][CH:3]=1.OS(O)(=O)=O.[CH3:27]O>>[Cl:1][C:2]1[CH:7]=[CH:6][C:5]([C:8]2[CH:12]=[C:11]([C:20]3[CH:19]=[CH:18][CH:17]=[CH:16][C:15]=3[C:14]([O:13][CH3:27])=[O:21])[O:10][N:9]=2)=[CH:4][CH:3]=1. Procedure: A solution of 6.3 g. (0.020 mole) of 3'-(p-chlorophenyl)-spiro[isobenzofuran-1(3H),5'(4'H)-isoxazol]-3-one, 2 ml. of concentrated H2SO4 and 300 ml. of methanol was stirred at reflux for 20 hours. The cooled solution was poured into ice water (3 liters) and extracted with ether. The combined organic extracts were washed twice with water, dried over CaSO4 and concentrated under vacuum to yield 5.8 g. of colorless crystals (88%) of product. Recrystallization from hexane afforded 5.4 g. of an analyt... Starting materials: C[S-], CC(C)=O, COC(=O)c1ccc(C(F)(F)F)cc1[N+](=O)[O-], [Na+], O. The product is COC(=O)c1ccc(C(F)(F)F)cc1SC. Reaction SMILES: [CH3:1][S-:2].[CH3:22][C:23](=[O:24])[CH3:25].[N+:4]([O-:5])(=[O:6])[c:7]1[c:8]([C:9](=[O:10])[O:11][CH3:12])[cH:13][cH:14][c:15]([C:17]([F:18])([F:19])[F:20])[cH:16]1.[Na+:3].[OH2:21]>>[CH3:1][S:2][c:7]1[c:8]([C:9](=[O:10])[O:11][CH3:12])[cH:13][cH:14][c:15]([C:17]([F:18])([F:19])[F:20])[cH:16]1. Starting materials: NCCN1C(S\C(\C1=O)=C/C1=CC=CC=C1)=O ((Z)-3-(2-aminoethyl)-5-benzylidenethiazolidine-2,4-dione), C(CC)C1=CC=C(C=O)C=C1 (4-propylbenzaldehyde), C(C1=CC=CC=C1)(C1=CC=CC=C1)(C1=CC=CC=C1)NCCN1C(SCC1=O)=O (3-(2-(tritylamino)ethyl)thiazolidine-2,4-dione), N1CCCCC1 (piperidine). Yields the product NCCN1C(S\C(\C1=O)=C/C1=CC=C(C=C1)CCC)=O ((Z)-3-(2-aminoethyl)-5-(4-propylbenzylidene)thiazolidine-2,4-dione). RXN SMILES: [CH2:1]([C:4]1[CH:11]=[CH:10][C:7]([CH:8]=O)=[CH:6][CH:5]=1)[CH2:2][CH3:3].C([NH:31][CH2:32][CH2:33][N:34]1[C:38](=[O:39])[CH2:37][S:36][C:35]1=[O:40])(C1C=CC=CC=1)(C1C=CC=CC=1)C1C=CC=CC=1.N1CCCCC1.NCCN1C(=O)/C(=C/C2C=CC=CC=2)/SC1=O>>[NH2:31][CH2:32][CH2:33][N:34]1[C:38](=[O:39])/[C:37](=[CH:8]/[C:7]2[CH:10]=[CH:11][C:4]([CH2:1][CH2:2][CH3:3])=[CH:5][CH:6]=2)/[S:36][C:35]1=[O:40]. Procedure details: The title compound 30e was prepared from 4-propylbenzaldehyde (92 mg, 0.62 mmol), compound 29 (250 mg, 0.62 mmol) and piperidine (7.0 μL, 0.062 mmol) in a manner similar to that described for 30a in 38.0% (95 mg) yield as a white solid. The reactants are CC(C)(C)OP(=O)([O-])OC(C)(C)C, CS(=O)(=O)OCC(=O)OCc1ccccc1, C1CCOC1, CCCC[N+](CCCC)(CCCC)CCCC. The product is CC(C)(C)OP(=O)(OCC(=O)OCc1ccccc1)OC(C)(C)C. As a reaction SMILES: [C:34]([CH3:35])([CH3:36])([CH3:37])[O:38][P:39](=[O:40])([O:41][C:42]([CH3:43])([CH3:44])[CH3:45])[O-:46].[CH2:1]([c:2]1[cH:3][cH:4][cH:5][cH:6][cH:7]1)[O:8][C:9]([CH2:10][O:11][S:12]([CH3:13])(=[O:14])=[O:15])=[O:16].[CH2:47]1[O:48][CH2:49][CH2:50][CH2:51]1.[CH3:17][CH2:18][CH2:19][CH2:20][N+:21]([CH2:22][CH2:23][CH2:24][CH3:25])([CH2:26][CH2:27][CH2:28][CH3:29])[CH2:30][CH2:31][CH2:32][CH3:33]>>[CH2:1]([c:2]1[cH:3][cH:4][cH:5][cH:6][cH:7]1)[O:8][C:9]([CH2:10][O:11][P:39]([O:38][C:34]([CH3:35])([CH3:36])[CH3:37])(=[O:40])[O:41][C:42]([CH3:43])([CH3:44])[CH3:45])=[O:16].